Task: describe an organic reaction: reactants, conditions, products, and yield. Dataset: the Open Reaction Database (ORD), a public repository of structured organic reaction records Reactants: C(#N)C1=CC=C(CC(CCC2=CC=C(C(=O)OC)C=C2)\C=C\C2=C(C=CC=C2)OCCCCCC2=CC=CC=C2)C=C1 (methyl 4-((4E)-3-(4-cyanobenzyl)-5-{2-[(5-phenylpentyl)oxy]phenyl}pent-4-en-1-yl)benzoate), C[Si](C)(C)N=[N+]=[N-] (trimethylsilyl azide), C(CCC)[Sn](CCCC)=O (di-n-butyltin oxide). Run in C1(=CC=CC=C1)C (toluene). Reaction conditions: temperature 80 celsius. Product: C1(=CC=CC=C1)CCCCCOC1=C(C=CC=C1)/C=C/C(CCC1=CC=C(C(=O)OC)C=C1)CC1=CC=C(C=C1)C1=NN=NN1 (Methyl 4-{(4E)-5-{2-[(5-phenylpentyl)oxy]phenyl}-3-[4-(1H-tetrazol-5-yl)benzyl]pent-4-en-1-yl}benzoate). RXN SMILES: [C:1]([C:3]1[CH:42]=[CH:41][C:6]([CH2:7][CH:8](/[CH:21]=[CH:22]/[C:23]2[CH:28]=[CH:27][CH:26]=[CH:25][C:24]=2[O:29][CH2:30][CH2:31][CH2:32][CH2:33][CH2:34][C:35]2[CH:40]=[CH:39][CH:38]=[CH:37][CH:36]=2)[CH2:9][CH2:10][C:11]2[CH:20]=[CH:19][C:14]([C:15]([O:17][CH3:18])=[O:16])=[CH:13][CH:12]=2)=[CH:5][CH:4]=1)#[N:2].C[Si]([N:47]=[N+:48]=[N-:49])(C)C.C([Sn](=O)CCCC)CCC>C1(C)C=CC=CC=1>[C:35]1([CH2:34][CH2:33][CH2:32][CH2:31][CH2:30][O:29][C:24]2[CH:25]=[CH:26][CH:27]=[CH:28][C:23]=2/[CH:22]=[CH:21]/[CH:8]([CH2:7][C:6]2[CH:5]=[CH:4][C:3]([C:1]3[NH:49][N:48]=[N:47][N:2]=3)=[CH:42][CH:41]=2)[CH2:9][CH2:10][C:11]2[CH:20]=[CH:19][C:14]([C:15]([O:17][CH3:18])=[O:16])=[CH:13][CH:12]=2)[CH:36]=[CH:37][CH:38]=[CH:39][CH:40]=1. Procedure details: A solution of 295 mg (0.53 mmol) of methyl 4-((4E)-3-(4-cyanobenzyl)-5-{2-[(5-phenylpentyl)oxy]phenyl}pent-4-en-1-yl)benzoate in 20 ml of toluene is mixed with 1.05 ml (7.93 mmol) of trimethylsilyl azide and 198 mg (0.79 mmol) of di-n-butyltin oxide and heated at 80° C. for 12 hours. After cooling to room temperature, the mixture is washed with saturated sodium bicarbonate solution. The organic phase is separated off, washed with saturated sodium chloride solution and dried over sodium sulfate. ... Starting materials: O1C(=CC=C1)C1=C(C#N)C=C(C=C1)O (2-Furan-2-yl-5-hydroxy-benzonitrile). Run in CCO (EtOH), [Ni] (Ni). Conditions: time 8 hour. Product: NCC=1C=C(C=CC1C=1OC=CC1)O (3-Aminomethyl-4-furan-2-yl-phenol). RXN SMILES: [O:1]1[CH:5]=[CH:4][CH:3]=[C:2]1[C:6]1[CH:13]=[CH:12][C:11]([OH:14])=[CH:10][C:7]=1[C:8]#[N:9]>CCO.[Ni]>[NH2:9][CH2:8][C:7]1[CH:10]=[C:11]([OH:14])[CH:12]=[CH:13][C:6]=1[C:2]1[O:1][CH:5]=[CH:4][CH:3]=1. Procedure details: 2-Furan-2-yl-5-hydroxy-benzonitrile (100 mg, 0.54 mmol) is dissolved in EtOH (10 mL) to which Raney Ni (excess) is added. The mixture is subjected to hydrogenation under H2 (50 psi) for overnight. The mixture is then filtered and solvent removed to afford the crude product, which is carried over to the next step without further purification. Reactants: FC(C(=O)O)(F)F (trifluoroacetic acid), [Zn](CC)CC (ZnEt2), BrC1=CC(=CC(=C1)C=C)OCOC (1-bromo-3-methoxymethoxy-5-vinyl-benzene), C(I)I (CH2I2). Solvent: C(Cl)Cl (CH2Cl2), CCCCCCC (heptane), C(Cl)Cl (CH2Cl2), C(Cl)Cl (CH2Cl2), C(Cl)Cl (CH2Cl2). Run at temperature 0 celsius, time 1.5 hour. Product: BrC=1C=C(C=C(C1)C1CC1)O (3-bromo-5-cyclopropyl-phenol). Isolated yield 30.9%. Reaction SMILES: [Zn](CC)CC.F[C:7](F)(F)[C:8]([OH:10])=O.C(I)I.[Br:16][C:17]1[CH:22]=[C:21]([CH:23]=C)[CH:20]=[C:19](OCOC)[CH:18]=1>CCCCCCC.C(Cl)Cl>[Br:16][C:17]1[CH:22]=[C:8]([OH:10])[CH:7]=[C:19]([CH:20]2[CH2:21][CH2:23]2)[CH:18]=1. Procedure details: To anhydrous CH2Cl2 (10 mL) was added ZnEt2 (12.34 of a 1.0 M in heptane, 12.34 mmol) under nitrogen. The solution was cooled to 0° C., and a solution of trifluoroacetic acid (0.95 mL, 12.34 mmol) in anhydrous CH2Cl2 (4 mL) was added very slowly. After stirring the reaction mixture for 20 m, a solution of CH2I2 (0.99 mL, 12.34 mmol) in CH2Cl2 (4 mL) was added. After an additional 20 m stirring, a solution of the 1-bromo-3-methoxymethoxy-5-vinyl-benzene (1.20 g, 4.94 mmol) in CH2Cl2 (6 mL) was ad... Starting materials: CCO, CC(C)N1CCC(c2ccc([N+](=O)[O-])cc2)CC1, NN, O. Product: CC(C)N1CCC(c2ccc(N)cc2)CC1. Reaction SMILES: [CH3:22][CH2:23][OH:24].[CH:1]([CH3:2])([CH3:3])[N:4]1[CH2:5][CH2:6][CH:7]([c:10]2[cH:11][cH:12][c:13]([N+:16]([O-:17])=[O:18])[cH:14][cH:15]2)[CH2:8][CH2:9]1.[NH2:20][NH2:21].[OH2:19]>>[CH:1]([CH3:2])([CH3:3])[N:4]1[CH2:5][CH2:6][CH:7]([c:10]2[cH:11][cH:12][c:13]([NH2:16])[cH:14][cH:15]2)[CH2:8][CH2:9]1. Starting materials: ClC=1C=CC2=C(N(C(N=[N+]2[O-])=O)CC=C)C1 (6-Chloro-4-(2-propen-1-yl)-1,2,4-benzotriazin-3(4H)-one 1-oxide), I(=O)(=O)(=O)[O-].[Na+] (Sodium periodate). The reagents and catalysts are [Os](=O)(=O)(=O)=O (osmium tetroxide). The solvent is O1CCOCC1 (1,4-dioxane), O (water). Reaction conditions: time 6 hour. The product is ClC=1C=CC2=C(N(C(N=[N+]2[O-])=O)CC=O)C1 ((6-Chloro-1-oxido-3-oxo-1,2,4-benzotriazin-4(3H)-yl)acetaldehyde). The yield is 84.8%. Reaction SMILES: [Cl:1][C:2]1[CH:3]=[CH:4][C:5]2[N+:10]([O-:11])=[N:9][C:8](=[O:12])[N:7]([CH2:13][CH:14]=C)[C:6]=2[CH:16]=1.I([O-])(=O)(=O)=[O:18].[Na+]>O1CCOCC1.O.[Os](=O)(=O)(=O)=O>[Cl:1][C:2]1[CH:3]=[CH:4][C:5]2[N+:10]([O-:11])=[N:9][C:8](=[O:12])[N:7]([CH2:13][CH:14]=[O:18])[C:6]=2[CH:16]=1 |f:1.2|. Procedure: 6-Chloro-4-(2-propen-1-yl)-1,2,4-benzotriazin-3(4H)-one 1-oxide (104 mg, 0.438 mmol) was dissolved in 1,4-dioxane (4 ml) and water (2 ml). Sodium periodate (234 mg, 1.096 mmol) was added, followed by osmium tetroxide (0.09 ml of 4% aqueous solution). The mixture stirred at rt for 6 h, and then extracted with 20% MeOH/DCM (3×100 ml). The organic extracts were combined, dried over anhydrous magnesium sulphate, filtered and evaporated under reduced pressure to give (6-Chloro-1-oxido-3-oxo-1,2,4-ben... Reactants: N1=CC(=CC=C1)C=CC(=O)O (3-(3-pyridyl)acrylic acid), CO (methanol). Reaction SMILES: [N:1]1[CH:6]=[CH:5][CH:4]=[C:3]([CH:7]=[CH:8][C:9]([OH:11])=[O:10])[CH:2]=1.CO>[Pd].CN(C)C=O>[N:1]1[CH:6]=[CH:5][CH:4]=[C:3]([CH2:7][CH2:8][C:9]([OH:11])=[O:10])[CH:2]=1. Isolated yield 100.6%. Solvent: CN(C=O)C (dimethylformamide). Procedure details: A mixture of 5.0 g of 3-(3-pyridyl)acrylic acid, 0.4 g of 10% palladium on activated carbon, 150 ml of methanol, and 50 ml of dimethylformamide is hydrogenated at room temperature and atmospheric pressure. After removal of the catalyst by filtration, the filtrate is concentrated to give 5.1 g of the title compound. Reagents/catalysts: [Pd] (palladium on activated carbon). Product: N1=CC(=CC=C1)CCC(=O)O (3-(3-pyridyl)propionic acid). The reactants are C(#N)C1=C(C=C(OCCCCCOC2=CC=C(C(=O)N(C(C)C)C(C)C)C=C2)C=C1)F (4-[5-(4-cyano-3-fluoro-phenoxy)pentyloxy]-N,N-bis(1-methylethyl)benzamide), [OH-].[Na+] (sodium hydroxide), Cl.NO (hydroxylamine hydrochloride). Run in C(C)O (ethanol). Product: NC(C1=C(C=C(OCCCCCOC2=CC=C(C(=O)N(C(C)C)C(C)C)C=C2)C=C1)F)=NO (4-[5-[4-[amino(hydroxyimino)methyl]-3-fluoro-phenoxy]pentyloxy]-N,N-bis (1-methylethyl)benzamide). As a reaction SMILES: [C:1]([C:3]1[CH:30]=[CH:29][C:6]([O:7][CH2:8][CH2:9][CH2:10][CH2:11][CH2:12][O:13][C:14]2[CH:28]=[CH:27][C:17]([C:18]([N:20]([CH:24]([CH3:26])[CH3:25])[CH:21]([CH3:23])[CH3:22])=[O:19])=[CH:16][CH:15]=2)=[CH:5][C:4]=1[F:31])#[N:2].[OH-:32].[Na+].Cl.[NH2:35]O>C(O)C>[NH2:2][C:1](=[N:35][OH:32])[C:3]1[CH:30]=[CH:29][C:6]([O:7][CH2:8][CH2:9][CH2:10][CH2:11][CH2:12][O:13][C:14]2[CH:15]=[CH:16][C:17]([C:18]([N:20]([CH:24]([CH3:25])[CH3:26])[CH:21]([CH3:23])[CH3:22])=[O:19])=[CH:27][CH:28]=2)=[CH:5][C:4]=1[F:31] |f:1.2,3.4|. Procedure details: A stirred solution of 4-[5-(4-cyano-3-fluoro-phenoxy)pentyloxy]-N,N-bis(1-methylethyl)benzamide (360 mg, 0.84 mmol) in 1.7 mL of 1N sodium hydroxide (1.7 mmol) and 10 mL of ethanol is treated with hydroxylamine hydrochloride (120 mg, 1.7 mmol). After refluxing overnight, the reaction is concentrated in vacuo. The resulting material is purified by chromatography on silica gel (500 g) with 60-70% ethyl acetate/hexane as the eluent to afford 4-[5-[4-[amino(hydroxyimino)methyl]-3-fluoro-phenoxy]pent...